From a dataset of the Open Reaction Database (ORD), a public repository of structured organic reaction records. describe an organic reaction: reactants, conditions, products, and yield Starting materials: C(C)(C)C1=C(C(=O)Cl)C(=CC(=C1)C(C)C)C(C)C (2,4,6-triisopropylbenzoyl chloride), [H-].[Al+3].[Li+].[H-].[H-].[H-] (lithium aluminum hydride). Run in C(C)OCC (ethyl ether), C(C)OCC (ethyl ether). The product is C(C)(C)C1=C(CO)C(=CC(=C1)C(C)C)C(C)C (2,4,6-Triisopropylbenzyl Alcohol). Isolated yield 3.5%. Reaction SMILES: [CH:1]([C:4]1[CH:12]=[C:11]([CH:13]([CH3:15])[CH3:14])[CH:10]=[C:9]([CH:16]([CH3:18])[CH3:17])[C:5]=1[C:6](Cl)=[O:7])([CH3:3])[CH3:2].[H-].[Al+3].[Li+].[H-].[H-].[H-]>C(OCC)C>[CH:16]([C:9]1[CH:10]=[C:11]([CH:13]([CH3:15])[CH3:14])[CH:12]=[C:4]([CH:1]([CH3:3])[CH3:2])[C:5]=1[CH2:6][OH:7])([CH3:18])[CH3:17] |f:1.2.3.4.5.6|. Procedure: A solution of 2,4,6-triisopropylbenzoyl chloride (24.96 g, 0.094 mol) in ethyl ether (150 mL) was added in portions over 1 hour to lithium aluminum hydride (3.70 g, 0.097 mol) in ethyl ether (300 mL) keeping the temperature between -15° C. and -30° C. The reaction mixture was allowed to warm to room temperature over about 1 hour. The reaction mixture was cooled to 0° C. and quenched by adding saturated aqueous sodium bisulfate solution. The layers were separated, the aqueous layer was back-extra... The reactants are CC(=O)NCCS, CCO, [K+], [OH-], S=C=S. Yields the product CC(=O)NCCSC(=S)[S-], [K+]. Reaction SMILES: [C:1]([CH3:2])(=[O:3])[NH:4][CH2:5][CH2:6][SH:7].[CH3:13][CH2:14][OH:15].[K+:9].[OH-:8].[S:10]=[C:11]=[S:12]>>[C:1]([CH3:2])(=[O:3])[NH:4][CH2:5][CH2:6][S:7][C:11](=[S:10])[S-:12].[K+:9]. Reactants: BrC=1C=C(C(=CC1)O)O (4-bromobenzene-1,2-diol), COC(C)(C)OC (2,2-dimethoxypropane). Reagents/catalysts: O.C1(=CC=C(C=C1)S(=O)(=O)O)C (p-toluene sulfonic acid monohydrate). Run in C1=CC=CC=C1 (benzene). The product is BrC1=CC2=C(OC(O2)(C)C)C=C1 (5-bromo-2,2-dimethylbenzo[d][1,3]dioxole). The yield is 63.3%. Reaction SMILES: [Br:1][C:2]1[CH:3]=[C:4]([OH:9])[C:5]([OH:8])=[CH:6][CH:7]=1.CO[C:12](OC)([CH3:14])[CH3:13]>O.C1(C)C=CC(S(O)(=O)=O)=CC=1.C1C=CC=CC=1>[Br:1][C:2]1[CH:7]=[CH:6][C:5]2[O:8][C:12]([CH3:14])([CH3:13])[O:9][C:4]=2[CH:3]=1 |f:2.3|. Procedure: To benzene (50 mL) in a 250 mL round bottom flask was added 4-bromobenzene-1,2-diol (1 g, 5.29 mmol), 2,2-dimethoxypropane (2.204 g, 21.16 mmol), and p-toluene sulfonic acid monohydrate (0.050 g, 0.265 mmol). The flask was fitted with a Dean-Stark trap and heated to reflux for 18 h. Upon cooling, the reaction mixture was transferred to a separatory funnel and washed with 2 N NaOH solution (100 mL) and saturated NaCl solution (100 mL). The organic layer was dried with MgSO4, filtered, and concent...